The task is: describe an organic reaction: reactants, conditions, products, and yield. This data is from the Open Reaction Database (ORD), a public repository of structured organic reaction records. Starting materials: CCc1ccccc1, Cl, [Na+], [Na+], O=S(=O)([O-])[O-], O, O=S(=O)(O)O. Yields the product CCc1cccc(O)c1. RXN SMILES: [CH3:13][CH2:14][c:15]1[cH:16][cH:17][cH:18][cH:19][cH:20]1.[ClH:21].[Na+:6].[Na+:7].[O-:8][S:9](=[O:10])(=[O:11])[O-:12].[OH2:22].[S:1](=[O:2])(=[O:3])([OH:4])[OH:5]>>[OH:8][c:19]1[cH:18][cH:17][cH:16][c:15]([CH2:14][CH3:13])[cH:20]1.